This data is from the Open Reaction Database (ORD), a public repository of structured organic reaction records. The task is: describe an organic reaction: reactants, conditions, products, and yield Starting materials: 8(b), FC1=CC=C(C=C1)C(C)(OCCN1CCN(CC1)C(=O)OCC)C1=CC=C(C=C1)F (4-{2-[1,1-bis(4-fluorophenyl)ethoxy]ethyl}-1-ethoxycarbonylpiperazine), 8(a), [OH-].[K+] (potassium hydroxide). Run in C(CO)O (ethylene glycol). Yields the product FC1=CC=C(C=C1)C(C)(OCCN1CCNCC1)C1=CC=C(C=C1)F (1-{2-[1,1-Bis(4-fluorophenyl)ethoxy]ethyl}piperazine). Isolated yield 83.0%. Reaction SMILES: [F:1][C:2]1[CH:7]=[CH:6][C:5]([C:8]([C:24]2[CH:29]=[CH:28][C:27]([F:30])=[CH:26][CH:25]=2)([O:10][CH2:11][CH2:12][N:13]2[CH2:18][CH2:17][N:16](C(OCC)=O)[CH2:15][CH2:14]2)[CH3:9])=[CH:4][CH:3]=1.[OH-].[K+]>C(O)CO>[F:1][C:2]1[CH:7]=[CH:6][C:5]([C:8]([C:24]2[CH:25]=[CH:26][C:27]([F:30])=[CH:28][CH:29]=2)([O:10][CH2:11][CH2:12][N:13]2[CH2:14][CH2:15][NH:16][CH2:17][CH2:18]2)[CH3:9])=[CH:4][CH:3]=1 |f:1.2|. Procedure: Following a procedure similar to that described in Preparation 8(b), but using 4-{2-[1,1-bis(4-fluorophenyl)ethoxy]ethyl}-1-ethoxycarbonylpiperazine [prepared in a similar manner to that described in Preparation 8(a)], potassium hydroxide and ethylene glycol, the title compound was obtained in a yield of 83%.